Dataset: the Open Reaction Database (ORD), a public repository of structured organic reaction records. Task: describe an organic reaction: reactants, conditions, products, and yield The product is O=C(Nc1ccc(-c2nnc3c(C(=O)O)nccn23)cc1)Nc1ccccc1OC(F)(F)F. Reaction SMILES: [CH2:42]1[O:43][CH2:44][CH2:45][CH2:46]1.[CH3:35][Si:36]([CH3:37])([CH3:38])[O-:39].[CH3:47][CH2:48][O:49][C:50]([CH3:51])=[O:52].[ClH:41].[F:1][C:2]([O:3][c:4]1[c:5]([NH:10][C:11]([NH:12][c:13]2[cH:14][cH:15][c:16](-[c:19]3[n:20][n:21][c:22]4[n:23]3[cH:24][cH:25][n:26][c:27]4[C:28](=[O:29])[O:30][CH3:31])[cH:17][cH:18]2)=[O:32])[cH:6][cH:7][cH:8][cH:9]1)([F:33])[F:34].[K+:40]>>[F:1][C:2]([O:3][c:4]1[c:5]([NH:10][C:11]([NH:12][c:13]2[cH:14][cH:15][c:16](-[c:19]3[n:20][n:21][c:22]4[n:23]3[cH:24][cH:25][n:26][c:27]4[C:28](=[O:29])[OH:30])[cH:17][cH:18]2)=[O:32])[cH:6][cH:7][cH:8][cH:9]1)([F:33])[F:34]. The reactants are C1CCOC1, C[Si](C)(C)[O-], CCOC(C)=O, Cl, COC(=O)c1nccn2c(-c3ccc(NC(=O)Nc4ccccc4OC(F)(F)F)cc3)nnc12, [K+]. Reactants: [Li]N([Si](C)(C)C)[Si](C)(C)C (LiN(TMS)2), BrC=1C=C2C(=NC1)NC(O2)=O (6-bromo-oxazolo[4,5-b]-pyridin-2(3H)-one), COS(=O)(=O)OC (dimethylsulfate). Run in C1CCOC1 (THF), C1CCOC1 (THF). Run at time 8 hour. Yields the product CN1C(OC=2C1=NC=C(C2)Br)=O (3-methyl-6-bromo-oxazolo[4,5-b]pyridin-2(3H)-one). Reaction SMILES: [Br:1][C:2]1[CH:3]=[C:4]2[O:10][C:9](=[O:11])[NH:8][C:5]2=[N:6][CH:7]=1.[Li]N([Si](C)(C)C)[Si](C)(C)[CH3:15].COS(OC)(=O)=O>C1COCC1>[CH3:15][N:8]1[C:5]2=[N:6][CH:7]=[C:2]([Br:1])[CH:3]=[C:4]2[O:10][C:9]1=[O:11]. Procedure details: To a suspension of 4.7 g of 6-bromo-oxazolo[4,5-b]-pyridin-2(3H)-one (0.022 mole) in 90 ml of THF is added 24 ml of LiN(TMS)2 (0.024 mole) in THF. The homogenous solution is maintained under nitrogen at room temperature for 20 min., 3.03 g (0.024 mole) of dimethylsulfate is added and the reaction mixture allowed to stir overnight. The reaction mixture is then quenched with 20 ml of sat. ammonium chloride and extracted with 3×80 ml ethyl acetate. Reactants: NCC1=NOC(=N1)[C@@H](CC(=O)OC(C)(C)C)CCCC1CCCCC1 (tert-butyl(3R)-3-[3-(aminomethyl)-1,2,4-oxadiazol-5-yl]-6-cyclohexylhexanoate), N1=CC(=CC=C1)S(=O)(=O)Cl (3-pyridinesulphonylchloride). Product: C1(CCCCC1)CCC[C@H](CC(=O)OC(C)(C)C)C1=NC(=NO1)CNS(=O)(=O)C=1C=NC=CC1 (tert-butyl(3R)-6-cyclohexyl-3-(3-{[(3-pyridinylsulfonyl)amino]methyl}-1,2,4-oxadiazol-5-yl)hexanoate). RXN SMILES: [NH2:1][CH2:2][C:3]1[N:7]=[C:6]([C@H:8]([CH2:17][CH2:18][CH2:19][CH:20]2[CH2:25][CH2:24][CH2:23][CH2:22][CH2:21]2)[CH2:9][C:10]([O:12][C:13]([CH3:16])([CH3:15])[CH3:14])=[O:11])[O:5][N:4]=1.[N:26]1[CH:31]=[CH:30][CH:29]=[C:28]([S:32](Cl)(=[O:34])=[O:33])[CH:27]=1>>[CH:20]1([CH2:19][CH2:18][CH2:17][C@@H:8]([C:6]2[O:5][N:4]=[C:3]([CH2:2][NH:1][S:32]([C:28]3[CH:27]=[N:26][CH:31]=[CH:30][CH:29]=3)(=[O:34])=[O:33])[N:7]=2)[CH2:9][C:10]([O:12][C:13]([CH3:15])([CH3:16])[CH3:14])=[O:11])[CH2:21][CH2:22][CH2:23][CH2:24][CH2:25]1. Reported procedure: Method same as Preparation 14 using tert-butyl(3R)-3-[3-(aminomethyl)-1,2,4-oxadiazol-5-yl]-6-cyclohexylhexanoate (preparation 18) (200 mg, 057 mmol) and 3-pyridinesulphonylchloride (EP911333) (134 mg, 0.63 mmol) as starting materials. The reactants are O=[N+]([O-])c1cc([N+](=O)[O-])c(CCc2c([N+](=O)[O-])cc([N+](=O)[O-])cc2[N+](=O)[O-])c([N+](=O)[O-])c1, C1CCOC1. Product: O=[N+]([O-])c1cc([N+](=O)[O-])c(C=Cc2c([N+](=O)[O-])cc([N+](=O)[O-])cc2[N+](=O)[O-])c([N+](=O)[O-])c1. As a reaction SMILES: [N+:1](=[O:2])([O-:3])[c:4]1[c:5]([CH2:16][CH2:17][c:18]2[c:19]([N+:30](=[O:31])[O-:32])[cH:20][c:21]([N+:27](=[O:28])[O-:29])[cH:22][c:23]2[N+:24](=[O:25])[O-:26])[c:6]([N+:13](=[O:14])[O-:15])[cH:7][c:8]([N+:10](=[O:11])[O-:12])[cH:9]1.[O:33]1[CH2:34][CH2:35][CH2:36][CH2:37]1>>[N+:1](=[O:2])([O-:3])[c:4]1[c:5]([CH:16]=[CH:17][c:18]2[c:19]([N+:30](=[O:31])[O-:32])[cH:20][c:21]([N+:27](=[O:28])[O-:29])[cH:22][c:23]2[N+:24](=[O:25])[O-:26])[c:6]([N+:13](=[O:14])[O-:15])[cH:7][c:8]([N+:10](=[O:11])[O-:12])[cH:9]1. Reactants: COC(C1=C(N=C(C=C1)C)Cl)=O (methyl-2-chloro-6-methylnicotinate), Cl (hydrochloric acid), C(C=C)N (allylamine), C([O-])([O-])=O.[Na+].[Na+] (sodium carbonate). The reagents and catalysts are C(C)OCC (diethyl ether). The solvent is C(C)O (ethanol), C(C)O (ethanol). The product is O.Cl.COC(C1=C(N=C(C=C1)C)NCC=C)=O.C(C=C)NC1=C(C(=O)OC)C=CC(=N1)C.Cl (2-allylamino-6-methylnicotinic acid methyl ester hydrochloride hemihydrate). Reaction SMILES: [CH3:1][O:2][C:3](=[O:12])[C:4]1[CH:9]=[CH:8][C:7]([CH3:10])=[N:6][C:5]=1[Cl:11].[CH2:13]([NH2:16])[CH:14]=[CH2:15].C(=O)([O-])[O-].[Na+].[Na+].[ClH:23]>C(OCC)C.C(O)C>[OH2:2].[ClH:11].[CH3:1][O:2][C:3](=[O:12])[C:4]1[CH:9]=[CH:8][C:7]([CH3:10])=[N:6][C:5]=1[NH:16][CH2:13][CH:14]=[CH2:15].[CH2:13]([NH:16][C:5]1[N:6]=[C:7]([CH3:10])[CH:8]=[CH:9][C:4]=1[C:3]([O:2][CH3:1])=[O:12])[CH:14]=[CH2:15].[ClH:23] |f:2.3.4,8.9.10.11.12|. Procedure details: A stirred mixture of 9.25 g. (0.05 mole) of methyl-2-chloro-6-methylnicotinate, 2.85 g. (0.05 mole) of allylamine and 5.3 g. (0.05 mole) of sodium carbonate in 50 ml. of ethanol was heated under reflux for 5 hours. The mixture was filtered and the filtrate was evaporated in a rotary evaporator. The residue was diluted with 50 ml. of water and was extracted with 50 ml. of diethyl ether. The ether layer was dried over magnesium sulfate, filtered and was evaporated. The residue was passed through a... Starting materials: C(C)(C)(C)OC(NC1=C(C=C(C(=C1)N(C)C)Cl)NC(CC(C1=CC(=CC=C1)N1N=CC(=C1)COC1OCCCC1)=O)=O)=O ((RS)-[4-Chloro-5-dimethylamino-2-(3-oxo-3-{3-[4-(tetrahydro-pyran-2-yloxymethyl)-pyrazol-1-yl]-phenyl}-propionylamino)-phenyl]-carbamic acid tert.-butyl ester), C(=O)(C(F)(F)F)O (TFA). The solvent is C(Cl)Cl (CH2Cl2). Yields the product ClC=1C(=CC2=C(NC(CC(=N2)C2=CC(=CC=C2)N2N=CC(=C2)CO)=O)C1)N(C)C (8-Chloro-7-dimethylamino-4-[3-(4-hydroxymethyl-pyrazol-1-yl)-phenyl]-1,3-dihydro-benzo[b][1,4]diazepin-2-one), solid. Reaction SMILES: C(OC(=O)[NH:7][C:8]1[CH:13]=[C:12]([N:14]([CH3:16])[CH3:15])[C:11]([Cl:17])=[CH:10][C:9]=1[NH:18][C:19](=[O:42])[CH2:20][C:21](=O)[C:22]1[CH:27]=[CH:26][CH:25]=[C:24]([N:28]2[CH:32]=[C:31]([CH2:33][O:34]C3CCCCO3)[CH:30]=[N:29]2)[CH:23]=1)(C)(C)C.C(O)(C(F)(F)F)=O>C(Cl)Cl>[Cl:17][C:11]1[C:12]([N:14]([CH3:16])[CH3:15])=[CH:13][C:8]2[N:7]=[C:21]([C:22]3[CH:27]=[CH:26][CH:25]=[C:24]([N:28]4[CH:32]=[C:31]([CH2:33][OH:34])[CH:30]=[N:29]4)[CH:23]=3)[CH2:20][C:19](=[O:42])[NH:18][C:9]=2[CH:10]=1. Procedure details: The title compound was prepared from (RS)-[4-chloro-5-dimethylamino-2-(3-oxo-3-{3-[4-(tetrahydro-pyran-2-yloxymethyl)-pyrazol-1-yl]-phenyl}-propionylamino)-phenyl]-carbamic acid tert.-butyl ester (Example M58) (642 mg, 1.05 mmol) by treatment with TFA in CH2Cl2 according to the general procedure N. Obtained as a yellow solid (365 mg).